From a dataset of the Open Reaction Database (ORD), a public repository of structured organic reaction records. describe an organic reaction: reactants, conditions, products, and yield Reactants: CCCC[N+](CCCC)(CCCC)CCCC, C1CCOC1, [F-], CC(C)(C)OC(=O)c1ccc(C=O)cc1F, O=P(CC(F)(F)F)(c1ccccc1)c1ccccc1. Product: CC(C)(C)OC(=O)c1ccc(C=CC(F)(F)F)cc1F. Reaction SMILES: [CH2:2]([N+:3]([CH2:4][CH2:5][CH2:6][CH3:7])([CH2:8][CH2:9][CH2:10][CH3:11])[CH2:12][CH2:13][CH2:14][CH3:15])[CH2:16][CH2:17][CH3:18].[CH2:54]1[O:55][CH2:56][CH2:57][CH2:58]1.[F-:1].[F:19][c:20]1[c:21]([C:22](=[O:23])[O:24][C:25]([CH3:26])([CH3:27])[CH3:28])[cH:29][cH:30][c:31]([CH:33]=[O:34])[cH:32]1.[F:35][C:36]([CH2:37][P:38](=[O:39])([c:40]1[cH:41][cH:42][cH:43][cH:44][cH:45]1)[c:46]1[cH:47][cH:48][cH:49][cH:50][cH:51]1)([F:52])[F:53]>>[F:19][c:20]1[c:21]([C:22](=[O:23])[O:24][C:25]([CH3:26])([CH3:27])[CH3:28])[cH:29][cH:30][c:31]([CH:33]=[CH:37][C:36]([F:35])([F:52])[F:53])[cH:32]1. Reactants: OCCBr, CC1(C)OB(c2cccc(N)c2)OC1(C)C, Cc1ccccc1, CCN(C(C)C)C(C)C. Product: CC1(C)OB(c2cccc(NCCO)c2)OC1(C)C. As a reaction SMILES: [Br:17][CH2:18][CH2:19][OH:20].[CH3:1][C:2]1([CH3:16])[O:3][B:4]([c:9]2[cH:10][c:11]([NH2:12])[cH:13][cH:14][cH:15]2)[O:5][C:6]1([CH3:7])[CH3:8].[CH3:30][c:31]1[cH:32][cH:33][cH:34][cH:35][cH:36]1.[CH:21]([N:22]([CH2:23][CH3:24])[CH:25]([CH3:26])[CH3:27])([CH3:28])[CH3:29]>>[CH3:1][C:2]1([CH3:16])[O:3][B:4]([c:9]2[cH:10][c:11]([NH:12][CH2:18][CH2:19][OH:20])[cH:13][cH:14][cH:15]2)[O:5][C:6]1([CH3:7])[CH3:8]. The reactants are N(=C=S)C1=C2C=C(N=CC2=CC=C1)C (5-Isothiocyanato-3-methylisoquinoline), OCCC1NCC2=CC=CC=C2C1 ((RS)-3-(2-hydroxyethyl)-1,2,3,4-tetrahydroisoquinoline). The solvent is C(C)O (ethanol). Reaction conditions: temperature 20 celsius, time 17 hour. The product is OCCC1N(CC2=CC=CC=C2C1)C(NC1=C2C=C(N=CC2=CC=C1)C)=S ((RS)-3-(2-Hydroxyethyl)-N-(3-methylisoquinol-5-yl)-1,2,3,4-tetrahydroisoquinoline-2-carbothioamide). The yield is 99.5%. RXN SMILES: [N:1]([C:4]1[CH:13]=[CH:12][CH:11]=[C:10]2[C:5]=1[CH:6]=[C:7]([CH3:14])[N:8]=[CH:9]2)=[C:2]=[S:3].[OH:15][CH2:16][CH2:17][CH:18]1[CH2:27][C:26]2[C:21](=[CH:22][CH:23]=[CH:24][CH:25]=2)[CH2:20][NH:19]1>C(O)C>[OH:15][CH2:16][CH2:17][CH:18]1[CH2:27][C:26]2[C:21](=[CH:22][CH:23]=[CH:24][CH:25]=2)[CH2:20][N:19]1[C:2](=[S:3])[NH:1][C:4]1[CH:13]=[CH:12][CH:11]=[C:10]2[C:5]=1[CH:6]=[C:7]([CH3:14])[N:8]=[CH:9]2. Procedure details: 5-Isothiocyanato-3-methylisoquinoline (8.8 g) is added to a solution of (RS)-3-(2-hydroxyethyl)-1,2,3,4-tetrahydroisoquinoline (7.8 g) in ethanol (150 cc). A white precipitate rapidly forms. After stirring for 17 hours at a temperature of about 20° C., the mixture is evaporated to dryness at 40° C. under reduced pressure (30 mm Hg). (RS)-3-(2-Hydroxyethyl)-N-(3-methylisoquinol-5-yl)-1,2,3,4-tetrahydroisoquinoline-2-carbothioamide (16.5 g) is thus obtained in the form of pale yellow crystals. The reactants are CO, Cc1nc(-c2cccc(C(=O)O)c2)co1. Reaction SMILES: [CH3:16][OH:17].[CH3:1][c:2]1[o:3][cH:4][c:5](-[c:7]2[cH:8][c:9]([C:10](=[O:11])[OH:12])[cH:13][cH:14][cH:15]2)[n:6]1>>[CH3:1][c:2]1[o:3][cH:4][c:5](-[c:7]2[cH:8][c:9]([C:10]([O:11][CH3:16])=[O:12])[cH:13][cH:14][cH:15]2)[n:6]1. Yields the product COC(=O)c1cccc(-c2coc(C)n2)c1. Starting materials: CCc1cc2nccc(-c3cccnc3)n2n1, Cln1nnc2ccccc21, ClCCl. Yields the product CCc1nn2c(-c3cccnc3)ccnc2c1Cl. As a reaction SMILES: [CH2:1]([CH3:2])[c:3]1[n:4][n:5]2[c:6]([n:7][cH:8][cH:9][c:10]2-[c:11]2[cH:12][n:13][cH:14][cH:15][cH:16]2)[cH:17]1.[Cl:18][n:19]1[c:20]2[cH:21][cH:22][cH:23][cH:24][c:25]2[n:26][n:27]1.[Cl:28][CH2:29][Cl:30]>>[CH2:1]([CH3:2])[c:3]1[n:4][n:5]2[c:6]([n:7][cH:8][cH:9][c:10]2-[c:11]2[cH:12][n:13][cH:14][cH:15][cH:16]2)[c:17]1[Cl:18].